Dataset: the Open Reaction Database (ORD), a public repository of structured organic reaction records. Task: describe an organic reaction: reactants, conditions, products, and yield Starting materials: BrC=1C=CC(=C(C1)[C@@]1(CS(C2(CCC2)C(=N1)N)(=O)=O)C)F ((R)-7-(5-bromo-2-fluoro-phenyl)-7-methyl-5,5-dioxo-5λ6-thia-8-aza-spiro[3.5]non-8-en-9-ylamine), N (ammonia). The reagents and catalysts are [Pd] (Pd/C). The solvent is CO (methanol). Reaction conditions: temperature 23 celsius, time 2 hour. The product is FC1=C(C=CC=C1)[C@@]1(CS(C2(CCC2)C(=N1)N)(=O)=O)C ((R)-7-(2-fluoro-phenyl)-7-methyl-5,5-dioxo-5λ6-thia-8-aza-spiro[3.5]non-8-en-9-ylamine). Yield: 87.8%. As a reaction SMILES: Br[C:2]1[CH:3]=[CH:4][C:5]([F:21])=[C:6]([C@@:8]2([CH3:20])[N:16]=[C:15]([NH2:17])[C:11]3([CH2:14][CH2:13][CH2:12]3)[S:10](=[O:19])(=[O:18])[CH2:9]2)[CH:7]=1.N>CO.[Pd]>[F:21][C:5]1[CH:4]=[CH:3][CH:2]=[CH:7][C:6]=1[C@@:8]1([CH3:20])[N:16]=[C:15]([NH2:17])[C:11]2([CH2:12][CH2:13][CH2:14]2)[S:10](=[O:19])(=[O:18])[CH2:9]1. Procedure: To a solution of (R)-7-(5-bromo-2-fluoro-phenyl)-7-methyl-5,5-dioxo-5λ6-thia-8-aza-spiro[3.5]non-8-en-9-ylamine (555 mg, 1.48 mmol, Eq: 1.00) in methanol (50 ml) and ammonia (7 N in MeOH) (634 μl, 4.44 mmol, Eq: 3.0) was added at 23° C. under inert atmosphere Pd/C 10% (157 mg, 148 μmol, Eq: 0.1). The suspension was set under hydrogen (balloon) and stirred at 23° C. for 2 hours. The catalyst was filtered off, washed three times with methanol/dichloromethane (1:1) and evaporated. The residue was e... Reactants: [N+](=O)(O)[O-] (nitric acid), 2,4- and 2,6-toluene diamine, S(O)(O)(=O)=O (sulfuric acid), [N+](=O)([O-])C=1C(=C(C=CC1)C)[N+](=O)[O-] (dinitrotoluene). Product: C1(=C(C(=CC=C1)N)N)C (toluene diamine). RXN SMILES: [N+]([O-])(O)=O.S(=O)(=O)(O)O.[N+:10]([C:13]1[C:14]([N+:20]([O-])=O)=[C:15]([CH3:19])[CH:16]=[CH:17][CH:18]=1)([O-])=O>>[C:15]1([CH3:19])[CH:16]=[CH:17][CH:18]=[C:13]([NH2:10])[C:14]=1[NH2:20]. Procedure details: In a process for producing a meta-toluene diamine mixture wherein toluene is contacted with nitric acid in the presence of sulfuric acid under conditions for producing a reaction product containing primarily a dinitrotoluene isomer mixture, the dinitrotoluene recovered and then contacted with hydrogen in the presence of a hydrogenation catalyst, the resulting reaction product containing 2,4- and 2,6-toluene diamine formed into a liquid toluene diamine mixture, distilled in a column at elevated t...